Dataset: the Open Reaction Database (ORD), a public repository of structured organic reaction records. Task: describe an organic reaction: reactants, conditions, products, and yield Reactants: [N+](=O)([O-])C1=C(OC=2C=C(OC(C(=O)OCC)C)C=CC2)C=CC=C1 (ethyl 2-[3-(2-nitrophenoxy)phenoxy]propionate), [OH-].[Na+] (sodium hydroxide). The solvent is C(C)O (ethanol), O (water). Run at time 1 hour. Yields the product [N+](=O)([O-])C1=C(OC=2C=C(OC(C(=O)O)C)C=CC2)C=CC=C1 (2-[3-(2-Nitrophenoxy)phenoxy]propionic acid). The yield is 101.1%. RXN SMILES: [N+:1]([C:4]1[CH:24]=[CH:23][CH:22]=[CH:21][C:5]=1[O:6][C:7]1[CH:8]=[C:9]([CH:18]=[CH:19][CH:20]=1)[O:10][CH:11]([CH3:17])[C:12]([O:14]CC)=[O:13])([O-:3])=[O:2].[OH-].[Na+]>C(O)C.O>[N+:1]([C:4]1[CH:24]=[CH:23][CH:22]=[CH:21][C:5]=1[O:6][C:7]1[CH:8]=[C:9]([CH:18]=[CH:19][CH:20]=1)[O:10][CH:11]([CH3:17])[C:12]([OH:14])=[O:13])([O-:3])=[O:2] |f:1.2|. Reported procedure: In 100 ml of ethanol was dissolved 6.7 g of ethyl 2-[3-(2-nitrophenoxy)phenoxy]propionate followed by addition of a solution of 1.6 g of sodium hydroxide in 10 ml of water, and the mixture was stirred at room temperature for 1 hour. The ethanol was then distilled off and the residue was diluted with water, acidified with hydrochloric acid and extracted with chloroform. The chloroform layer was dried and concentrated to give 6.2 g of the title compound as a light yellow oil. The reactants are CN(C=1SC2=C(C1C(=O)C1=CC=C(C=C1)OCCN1CCCCC1)C=CC(=C2)OC)C ([2-dimethylamino-6-methoxybenzothien-3-yl][4-[2-(1-piperdinyl)ethoxy]phenyl]methanone), CO (methanol), C1=C(C=CC2=CC=CC=C12)[Mg]Br (2-naphthylmagnesium bromide). Run in C1CCOC1 (THF), C(Cl)Cl (methylene chloride), C1CCOC1 (THF). Yields the product C1=C(C=CC2=CC=CC=C12)C=1SC2=C(C1C(=O)C1=CC=C(C=C1)OCCN1CCCCC1)C=CC(=C2)OC ([2-(2-Naphthyl)-6-methoxybenzothien-3-yl][4-[2-(1-piperdinyl)ethoxy]phenyl]methanone). Isolated yield 75.1%. RXN SMILES: CN(C)[C:3]1[S:4][C:5]2[CH:28]=[C:27]([O:29][CH3:30])[CH:26]=[CH:25][C:6]=2[C:7]=1[C:8]([C:10]1[CH:15]=[CH:14][C:13]([O:16][CH2:17][CH2:18][N:19]2[CH2:24][CH2:23][CH2:22][CH2:21][CH2:20]2)=[CH:12][CH:11]=1)=[O:9].[CH:32]1[C:41]2[C:36](=[CH:37][CH:38]=[CH:39][CH:40]=2)[CH:35]=[CH:34][C:33]=1[Mg]Br.CO>C1COCC1.C(Cl)Cl>[CH:40]1[C:41]2[C:36](=[CH:35][CH:34]=[CH:33][CH:32]=2)[CH:37]=[CH:38][C:39]=1[C:3]1[S:4][C:5]2[CH:28]=[C:27]([O:29][CH3:30])[CH:26]=[CH:25][C:6]=2[C:7]=1[C:8]([C:10]1[CH:15]=[CH:14][C:13]([O:16][CH2:17][CH2:18][N:19]2[CH2:20][CH2:21][CH2:22][CH2:23][CH2:24]2)=[CH:12][CH:11]=1)=[O:9]. Procedure: By the method described in Example 1, [2-dimethylamino-6-methoxybenzothien-3-yl][4-[2-(1-piperdinyl)ethoxy]phenyl]methanone (1.58 g, 3.6 mmol) in THF (12 mL) was reacted with a 0.65M THF solution of 2-naphthylmagnesium bromide (15 mL, 9.8 mmol) to provide, after chromatography (silica gel, 5% methanol in methylene chloride) 1.41 g (75%) of the title compound as a green/yellow foam: 1H NMR (300 MHz, CDCl3) δ1.43 (m, 2H), 1.59 (m, 4H), 2.45 (m, 4H), 2.70 (t, J=6.0 Hz, 2H), 3.91 (s, 3H), 4.02 (t, J... The reactants are O.OCC[N+](C)(C)C (choline hydrate), [O-]CC.[Na+] (sodium ethoxide), C1(=CC=CC=C1)NN (phenylhydrazine), 3-substituted amino-1-phenyl-2-pyrazoline, 3-substituted amino-1-substituted phenyl-2-pyrazoline, halogen-mono, disubstituted phenylhydrazine hydrochloride, Cl.ClC1=CC=C(C=C1)NN (p-chlorophenylhydrazine hydrochloride), Cl.ClC=1C=C(C=CC1)NN (m-chlorophenylhydrazine hydrochloride), Cl.FC=1C=C(C=CC1)NN (m-fluorophenylhydrazine hydrochloride), Cl.ClC=1C=C(C=CC1Cl)NN (3,4-dichlorophenylhydrazine hydrochloride), nitrile, C(C=C)#N (acrylonitrile), C(C(=C)C)#N (methacrylonitrile), C(\C=C\C)#N (crotononitrile), C(C=CC1=CC=CC=C1)#N (cinnamonitrile), C(CCC)C(C#N)=C (butyl acrylonitrile), C(C)OCCC#N (β-ethoxypropionitrile). Run in C(C)O (ethanol). Product: NC1=NN(CC1)C1=CC=CC=C1 (3-amino-1-phenyl-2-pyrazoline), disubstituted phenyl-2-pyrazoline, N1NC=CC1 (pyrazoline). As a reaction SMILES: [C:1]1([NH:7][NH2:8])[CH:6]=[CH:5][CH:4]=[CH:3][CH:2]=1.Cl.ClC1C=C[C:14]([NH:17]N)=[CH:13][CH:12]=1.Cl.ClC1C=C(NN)C=CC=1.Cl.FC1C=C(NN)C=CC=1.Cl.ClC1C=C(NN)C=CC=1Cl.C(#N)C=C.C(#N)C(C)=C.C(#N)/C=C/C.C(#N)C=CC1C=CC=CC=1.C(C(=C)C#N)CCC.C(OCCC#N)C.[O-]CC.[Na+].O.OCC[N+](C)(C)C>C(O)C>[NH2:17][C:14]1[CH2:13][CH2:12][N:7]([C:1]2[CH:6]=[CH:5][CH:4]=[CH:3][CH:2]=2)[N:8]=1.[NH:7]1[CH2:1][CH:6]=[CH:5][NH:8]1 |f:1.2,3.4,5.6,7.8,15.16,17.18|. Reported procedure: Preparation of the novel 3-substituted amino-1-phenyl-2-pyrazoline and 3-substituted amino-1-substituted phenyl-2-pyrazoline compounds V of the instant invention, which exhibit the pharmaceutical activity as herein described, is accomplished by the adaptation of the procedure of Duffin, G. F. and Kendall, J. D., J. Chem. Soc., 1954, 408; with modifications in accordance with the following reaction scheme: ##STR6## wherein R1, R2 and R3 are as previously defined. In accordance with the above reac... Starting materials: C(C)[C@H]1NC=2C(=C3C(=CC(=NC3=CC2)OC(C)C)C(F)(F)F)OC1 ((3R)-3-ethyl-3,4-dihydro-8-isopropoxy-10-(trifluoromethyl)-2H-[1,4]oxazino[2,3-f]quinoline), [BH4-].[Na+] (NaBH4), ClC(C(=O)O)(F)F (chlorodifluoroacetic acid). Run at time 12 hour. The product is ClC(CN1[C@@H](COC2=C3C(=CC(=NC3=CC=C21)OC(C)C)C(F)(F)F)CC)(F)F ((3R)-4-(2-chloro-2,2-difluoroethyl)-3-ethyl-3,4-dihydro-8-isopropoxy-10-(trifluoromethyl)-2H-[1,4]oxazino[2,3-f]quinoline). Yield: 61.0%. RXN SMILES: [CH2:1]([C@@H:3]1[CH2:24][O:23][C:6]2=[C:7]3[C:12](=[CH:13][CH:14]=[C:5]2[NH:4]1)[N:11]=[C:10]([O:15][CH:16]([CH3:18])[CH3:17])[CH:9]=[C:8]3[C:19]([F:22])([F:21])[F:20])[CH3:2].[BH4-].[Na+].[Cl:27][C:28]([F:33])([F:32])[C:29](O)=O>>[Cl:27][C:28]([F:33])([F:32])[CH2:29][N:4]1[C:5]2[C:6](=[C:7]3[C:12](=[CH:13][CH:14]=2)[N:11]=[C:10]([O:15][CH:16]([CH3:18])[CH3:17])[CH:9]=[C:8]3[C:19]([F:21])([F:22])[F:20])[O:23][CH2:24][C@H:3]1[CH2:1][CH3:2] |f:1.2|. Procedure details: This compound was prepared according to General Method 6 (EXAMPLE 3) from (3R)-3-ethyl-3,4-dihydro-8-isopropoxy-10-(trifluoromethyl)-2H-[1,4]oxazino[2,3-f]quinoline (22 mg, 0.06 mmol) and NaBH4 pellets (large excess, >10 equiv) in 4 mL chlorodifluoroacetic acid (0.02 M) stirred at rt for 12 h, to afford 17 mg (61%) of (3R)-4-(2-chloro-2,2-difluoroethyl)-3-ethyl-3,4-dihydro-8-isopropoxy-10-(trifluoromethyl)-2H-[1,4]oxazino[2,3-f]quinoline. 1H NMR (500 MHz, CDCl3) 7.44 (d, 1H, J=9.3), 7.32 (d, J=1... Starting materials: N1CCCC2=CC=CC=C12 (1,2,3,4-tetrahydroquinoline), ClC1C(CCCC1)=O (2-chlorocyclohexanone), N1=CC=CC=C1 (pyridine). Solvent: COCCO (2-methoxyethanol), CCCCCC (hexane). Run at temperature 120 celsius. Product: C1=C2C=3CCCCC3N3C2=C(C=C1)CCC3 (5,6,8,9,10,11-hexahydro-4H-pyrido[3,2,1-jk]carbazole). Reaction SMILES: [NH:1]1[C:10]2[C:5](=[CH:6][CH:7]=[CH:8][CH:9]=2)[CH2:4][CH2:3][CH2:2]1.Cl[CH:12]1[CH2:17][CH2:16][CH2:15][CH2:14][C:13]1=O.N1C=CC=CC=1>COCCO.CCCCCC>[CH:8]1[CH:7]=[CH:6][C:5]2[CH2:4][CH2:3][CH2:2][N:1]3[C:10]=2[C:9]=1[C:12]1[CH2:17][CH2:16][CH2:15][CH2:14][C:13]=13. Procedure: A mixture of 1,2,3,4-tetrahydroquinoline (4.0 mL, 32 mmol), 2-chlorocyclohexanone (3.6 mL, 32 mmol) and pyridine (3.0 mL, 38 mmol) in 2-methoxyethanol (80 mL) was heated to 120° C. for 48 h and was then concentrated. The black gummy residue was extracted into ethyl acetate and washed with 2 N HCl. The organic layer was dried (MgSO4) and concentrated. The material was purified by flash column chromatography (elution with 5% ethyl acetate-hexanes) to provide a clear oil which was dissolved in hexa...